The task is: describe an organic reaction: reactants, conditions, products, and yield. This data is from the Open Reaction Database (ORD), a public repository of structured organic reaction records. Reactants: C(=O)(N1C=NC=C1)N1C=NC=C1 (1,1′-carbonyldiimidazole), N[C@H]1C(N[C@H](COCCCCN2C=NC(C1)=C2)C(C)C)=O ((8S,11R)-11-Amino-8-isopropyl-6-oxa-1,9,14-triazabicyclo[11.2.1]hexadeca-13(16),14-dien-10-one), N[C@H](C(=O)OC(C)(C)C)CC=1C=NC(=CC1)NC(=O)OC(C)(C)C (tert-butyl(S)-2-amino-3-(6-tert-butoxycarbonylaminopyridin-3-yl)propionate), C(=O)(N1C=NC=C1)N1C=NC=C1 (1,1′-carbonyldiimidazole). Solvent: CN(C)C=O (DMF). Run at time 8 hour. The product is C(C)(C)(C)OC(=O)NC1=CC=C(C=N1)C[C@@H](C(=O)OC(C)(C)C)NC(=O)N[C@H]1C(N[C@H](COCCCCN2C=NC(C1)=C2)C(C)C)=O (tert-Butyl(S)-3-(6-tert-butoxycarbonylaminopyridin-3-yl)-2-[3-((8S,11R)-8-isopropyl-10-oxo-6-oxa-1,9,14-triazabicyclo[11.2.1]hexadeca-13(16), 14-dien-11-yl)ureido]propionate). Yield: 21.6%. Reaction SMILES: [NH2:1][C@@H:2]1[CH2:16][C:15]2=[CH:17][N:12]([CH:13]=[N:14]2)[CH2:11][CH2:10][CH2:9][CH2:8][O:7][CH2:6][C@H:5]([CH:18]([CH3:20])[CH3:19])[NH:4][C:3]1=[O:21].[C:22](N1C=CN=C1)(N1C=CN=C1)=[O:23].[NH2:34][C@@H:35]([CH2:43][C:44]1[CH:45]=[N:46][C:47]([NH:50][C:51]([O:53][C:54]([CH3:57])([CH3:56])[CH3:55])=[O:52])=[CH:48][CH:49]=1)[C:36]([O:38][C:39]([CH3:42])([CH3:41])[CH3:40])=[O:37]>CN(C=O)C>[C:54]([O:53][C:51]([NH:50][C:47]1[N:46]=[CH:45][C:44]([CH2:43][C@H:35]([NH:34][C:22]([NH:1][C@@H:2]2[CH2:16][C:15]3=[CH:17][N:12]([CH:13]=[N:14]3)[CH2:11][CH2:10][CH2:9][CH2:8][O:7][CH2:6][C@H:5]([CH:18]([CH3:19])[CH3:20])[NH:4][C:3]2=[O:21])=[O:23])[C:36]([O:38][C:39]([CH3:40])([CH3:41])[CH3:42])=[O:37])=[CH:49][CH:48]=1)=[O:52])([CH3:57])([CH3:56])[CH3:55]. Procedure details: A solution of 56 mg (190 μmol) of (8S,11R)-11-amino-8-isopropyl-6-oxa-1,9,14-triazabicyclo[11.2.1]hexadeca-13(16),14-dien-10-one from step D in 5 ml of DMF was cooled to 0° C. and, while stirring, 32 mg (194 μmol) of 1,1′-carbonyldiimidazole were added. The mixture was stirred for 30 min, and then 64 mg (190 μmol) of tert-butyl(S)-2-amino-3-(6-tert-butoxycarbonylaminopyridin-3-yl)propionate were added, and the mixture was warmed to RT. After standing overnight, the same amount of 1,1′-carbonyldi... Reaction SMILES: [C:10]([CH3:11])(=[O:12])[c:13]1[o:14][c:15]2[c:16]([cH:17]1)[cH:18][cH:19][c:20]([O:22][CH3:23])[cH:21]2.[K+:25].[NH2:1][NH2:2].[OH-:24].[OH2:26].[OH:3][CH2:4][CH2:5][O:6][CH2:7][CH2:8][OH:9]>>[CH2:10]([CH3:11])[c:13]1[o:14][c:15]2[c:16]([cH:17]1)[cH:18][cH:19][c:20]([O:22][CH3:23])[cH:21]2. Starting materials: COc1ccc2cc(C(C)=O)oc2c1, [K+], NN, [OH-], O, OCCOCCO. Yields the product CCc1cc2ccc(OC)cc2o1. The reactants are [BH4-].[Na+] (sodium borohydride), Cl.Cl.C1(=CC=CC=C1)C1=NC2=CC=CC=C2C(=C1)C(CC1CCNCC1)=O (1-(2-phenyl-4-quinolyl)-2-(4-piperidyl)-ethanone dihydrochloride), O (water). Solvent: CO (methanol). The product is C1(=CC=CC=C1)C1=NC2=CC=CC=C2C(=C1)C(CC1CCNCC1)O (1-(2-phenyl-4-quinolyl)-2-(4-piperidyl)-ethanol). Isolated yield 68.2%. Reaction SMILES: [BH4-].[Na+].Cl.Cl.[C:5]1([C:11]2[CH:20]=[C:19]([C:21](=[O:29])[CH2:22][CH:23]3[CH2:28][CH2:27][NH:26][CH2:25][CH2:24]3)[C:18]3[C:13](=[CH:14][CH:15]=[CH:16][CH:17]=3)[N:12]=2)[CH:10]=[CH:9][CH:8]=[CH:7][CH:6]=1.O>CO>[C:5]1([C:11]2[CH:20]=[C:19]([CH:21]([OH:29])[CH2:22][CH:23]3[CH2:28][CH2:27][NH:26][CH2:25][CH2:24]3)[C:18]3[C:13](=[CH:14][CH:15]=[CH:16][CH:17]=3)[N:12]=2)[CH:6]=[CH:7][CH:8]=[CH:9][CH:10]=1 |f:0.1,2.3.4|. Procedure: 6 g of sodium borohydride were added in 20 minutes, at the ambient temperature, to 16 g of 1-(2-phenyl-4-quinolyl)-2-(4-piperidyl)-ethanone dihydrochloride in 500 ml of methanol. After reacting for 2 hours at the ambient temperature, 350 ml of water were added and the methanol was removed by distillation under reduced pressure. The residual aqueous suspension was extracted with diethyl oxide, the organic phase was washed with water, dried over magnesium sulfate and evaporated under reduced press... Starting materials: C(=O)([O-])[O-].[Na+].[Na+] (Na2CO3), C(=O)C1=CC=C(C=C1)B(O)O (4-formylphenylboronic acid), ClC=1C(=NC=C(C(=O)NCC)C1)Cl (5,6-dichloro-N-ethyl-nicotinamide). Reagents/catalysts: C=1C=CC(=CC1)[P](C=2C=CC=CC2)(C=3C=CC=CC3)[Pd]([P](C=4C=CC=CC4)(C=5C=CC=CC5)C=6C=CC=CC6)([P](C=7C=CC=CC7)(C=8C=CC=CC8)C=9C=CC=CC9)[P](C=1C=CC=CC1)(C=1C=CC=CC1)C=1C=CC=CC1 (Pd(PPh3)4). Run in COCCOC (1,2-dimethoxyethane), O (water). Run at time 18 hour. Product: ClC=1C(=NC=C(C(=O)NCC)C1)C1=CC=C(C=C1)C=O (5-chloro-N-ethyl-6-(4-formyl-phenyl)-nicotinamide). The yield is 80.4%. Reaction SMILES: C([O-])([O-])=O.[Na+].[Na+].[CH:7]([C:9]1[CH:14]=[CH:13][C:12](B(O)O)=[CH:11][CH:10]=1)=[O:8].[Cl:18][C:19]1[C:20](Cl)=[N:21][CH:22]=[C:23]([CH:29]=1)[C:24]([NH:26][CH2:27][CH3:28])=[O:25]>COCCOC.O.C1C=CC([P]([Pd]([P](C2C=CC=CC=2)(C2C=CC=CC=2)C2C=CC=CC=2)([P](C2C=CC=CC=2)(C2C=CC=CC=2)C2C=CC=CC=2)[P](C2C=CC=CC=2)(C2C=CC=CC=2)C2C=CC=CC=2)(C2C=CC=CC=2)C2C=CC=CC=2)=CC=1>[Cl:18][C:19]1[C:20]([C:12]2[CH:13]=[CH:14][C:9]([CH:7]=[O:8])=[CH:10][CH:11]=2)=[N:21][CH:22]=[C:23]([CH:29]=1)[C:24]([NH:26][CH2:27][CH3:28])=[O:25] |f:0.1.2,^1:41,43,62,81|. Procedure: 2.44 g of Na2CO3 (23.0 mmol), 1.15 g of 4-formylphenylboronic acid (7.67 mmol), and 0.21 g of Pd(PPh3)4 were added to 1.68 g of 5,6-dichloro-N-ethyl-nicotinamide (5) (7.67 mmol) prepared in Example 2 dissolved in 30 mL of 1,2-dimethoxyethane and 30 mL of distilled water, and refluxed under heating and stirring for 18 hours. The mixture was cooled to room temperature, concentrated about 50% under reduced pressure to extract the aqueous layer with ethyl acetate. The organic layer was dried over ma... Starting materials: OC1=CC=C(C=C1)C(C(=O)O)OC ((RS)-(4-Hydroxy-phenyl)-methoxy-acetic acid), NCC1=CC=C(C#N)C=C1 (4-aminomethyl benzonitrile). The product is C(#N)C1=CC=C(CNC(C(OC)C2=CC=C(C=C2)O)=O)C=C1 ((RS)-N-(4-cyano-benzyl)-2-(4-hydroxy-phenyl)-2-methoxy-acetamide). RXN SMILES: [OH:1][C:2]1[CH:7]=[CH:6][C:5]([CH:8]([O:12][CH3:13])[C:9]([OH:11])=O)=[CH:4][CH:3]=1.[NH2:14][CH2:15][C:16]1[CH:23]=[CH:22][C:19]([C:20]#[N:21])=[CH:18][CH:17]=1>>[C:15]([C:16]1[CH:23]=[CH:22][C:19]([CH2:20][NH:21][C:9](=[O:11])[CH:8]([C:5]2[CH:4]=[CH:3][C:2]([OH:1])=[CH:7][CH:6]=2)[O:12][CH3:13])=[CH:18][CH:17]=1)#[N:14]. Procedure details: (RS)-(4-Hydroxy-phenyl)-methoxy-acetic acid was coupled with 4-aminomethyl benzonitrile according to general procedure B to give (RS)-N-(4-cyano-benzyl)-2-(4-hydroxy-phenyl)-2-methoxy-acetamide. Colorless foam. MS 295.2 ([M−H]−) The solvent is O (water). Conditions: temperature 0 celsius. The product is OC1=CC=C(C=C1)C(CCCN1N=NC=C1)=O (1-(4-hydroxy-phenyl)-4-[1,2,3]triazol-1-yl-butan-1-one). Reactants: CS(=O)(=O)O.COC1=CC=C(C=C1)C(CCCN1N=NC=C1)=O (1-(4-Methoxy-phenyl)-4-[1,2,3]triazol-1-yl-butan-1-one methane-sulfonate), Br (HBr), [OH-].[Na+] (NaOH). RXN SMILES: CS(O)(=O)=O.C[O:7][C:8]1[CH:13]=[CH:12][C:11]([C:14](=[O:23])[CH2:15][CH2:16][CH2:17][N:18]2[CH:22]=[CH:21][N:20]=[N:19]2)=[CH:10][CH:9]=1.Br.[OH-].[Na+]>O>[OH:7][C:8]1[CH:13]=[CH:12][C:11]([C:14](=[O:23])[CH2:15][CH2:16][CH2:17][N:18]2[CH:22]=[CH:21][N:20]=[N:19]2)=[CH:10][CH:9]=1 |f:0.1,3.4|. Procedure: 1.70 g (5.0 mmol) 1-(4-Methoxy-phenyl)-4-[1,2,3]triazol-1-yl-butan-1-one methane-sulfonate and 7 ml 47% aqueous HBr were heated to 80° C. overnight. After diluting with 10 ml water and cooling to 0° C. the mixture was alkalized (pH 12.6) by dropwise addition of 4N NaOH and extracted three times with toluene. Concentration of the toluene phase in vacuo gave 0.05 g recovered starting material. The aqueous phase was cooled and adjusted to pH=6.3 by addition of 6 N HCl. The resulting precipitate was... Solvent: C(C)O (ethanol), C(C)O (ethanol). Procedure details: A solution of aniline (4.8 ml) in dry ethanol (10 ml) was added dropwise at room temperature to a stirred solution of 3,6-dichloro-2,5-dihydro-1,4-benzothiazepine (2.5 g) in dry ethanol (65 ml). The reaction mixture was heated under reflux for 91/2 hours, cooled to room temperature, filtered and the solvent was removed from the filtrate by evaporation at reduced pressure. The oily residue was separated into fractions by chromatography on a silica gel support using chloroform/ethanol (50:1) as el... The product is ClC1=CC=CC2=C1CNC(CS2)=NC2=CC=CC=C2 (6-chloro-3-phenylimino-2,3,4,5-tetrahydro-1,4-benzothiazepine). RXN SMILES: [NH2:1][C:2]1[CH:7]=[CH:6][CH:5]=[CH:4][CH:3]=1.Cl[C:9]1[CH2:10][S:11][C:12]2[CH:19]=[CH:18][CH:17]=[C:16]([Cl:20])[C:13]=2[CH2:14][N:15]=1>C(O)C>[Cl:20][C:16]1[C:13]2[CH2:14][NH:15][C:9](=[N:1][C:2]3[CH:7]=[CH:6][CH:5]=[CH:4][CH:3]=3)[CH2:10][S:11][C:12]=2[CH:19]=[CH:18][CH:17]=1. The reactants are NC1=CC=CC=C1 (aniline), ClC=1CSC2=C(CN1)C(=CC=C2)Cl (3,6-dichloro-2,5-dihydro-1,4-benzothiazepine). The reactants are C(C)(=O)C1=CC=NC=C1 (4-acetylpyridine), amine, N(N)C1=CC=C(C=C1)C=1OCC(NN1)=O (2-(4-hydrazinophenyl)-4,5-dihydro-6H-1,3,4-oxadiazin-5-one). Conditions: time 3 hour. Product: crude product, O=C1NN=C(OC1)C1=CC=C(C=C1)NN=C(C)C1=CC=NC=C1 (4-acetylpyridine-[4-(5-oxo-4,5-dihydro-6H-1,3,4-oxadiazin-2-yl)-phenylhydrazone]). RXN SMILES: [NH:1]([C:3]1[CH:8]=[CH:7][C:6]([C:9]2[O:10][CH2:11][C:12](=[O:15])[NH:13][N:14]=2)=[CH:5][CH:4]=1)[NH2:2].[C:16]([C:19]1[CH:24]=[CH:23][N:22]=[CH:21][CH:20]=1)(=O)[CH3:17]>>[O:15]=[C:12]1[CH2:11][O:10][C:9]([C:6]2[CH:5]=[CH:4][C:3]([NH:1][N:2]=[C:16]([C:19]3[CH:24]=[CH:23][N:22]=[CH:21][CH:20]=3)[CH3:17])=[CH:8][CH:7]=2)=[N:14][NH:13]1. Reported procedure: Analogously to Example 2 (a), from the so obtained amine there is prepared 2-(4-hydrazinophenyl)-4,5-dihydro-6H-1,3,4-oxadiazin-5-one and the suspension obtained after reduction thereof is mixed, without isolation of the hydrozine, with the 4-acetylpyridine. The reaction mixture is further stirred for 3 hours with suction and washed with water. There is thus obtained, as a crude product, 4-acetylpyridine-[4-(5-oxo-4,5-dihydro-6H-1,3,4-oxadiazin-2-yl)-phenylhydrazone]; m.p. 195° C. The reactants are BrC1=CC=C(C=N1)C[C@@H](C(=O)OC(C)(C)C)N=C(C1=CC=CC=C1)C1=CC=CC=C1 ((S)-tert-butyl 3-(6-bromopyridin-3-yl)-2-(diphenylmethyleneamino)propanoate), C1(=CC=CC=C1)C(C1=CC=CC=C1)=NCC(=O)OC(C)(C)C (tert-butyl 2-(diphenylmethyleneamino)acetate), [Br-].C(C=C)O[C@@H]([C@H]1[N+]2(C[C@@H]([C@H](C1)CC2)C=C)CC=2C1=CC=CC=C1C=C1C=CC=CC21)C2=CC=NC1=CC=CC=C21 ((2S,4S,5R)-2-((R)-allyloxy(quinolin-4-yl)methyl)-1-(anthracen-9-ylmethyl)-5-vinyl-1-azoniabicyclo[2.2.2]octane bromide), C(C)(C)(C)N=P1(N(CCCN1C)C)N(CC)CC (2-tert-Butylimino-2-diethylamino-1,3-dimethyl-perhydro-1,3,2-diazaphosphorine), C(CC(O)(C(=O)O)CC(=O)O)(=O)O (citric acid). Run in C1CCOC1 (THF), C(Cl)Cl (DCM), O (water). Run at temperature -78 celsius, time 7 hour. The product is BrC1=CC=C(C=N1)C[C@@H](C#N)NC(=O)[C@H]1N(CCCC1)C(=O)OC(C)(C)C ((S)-tert-Butyl 2-((S)-2-(6-bromopyridin-3-yl)-1-cyanoethylcarbamoyl)piperidine-1-carboxylate). Reaction SMILES: C1(C(=NC[C:16]([O:18][C:19]([CH3:22])([CH3:21])[CH3:20])=[O:17])C2C=CC=CC=2)C=CC=CC=1.[Br-].C(O[C@H](C1C2C(=CC=CC=2)N=CC=1)[C@@H:29]1C[C@@H]2CC[N+:30]1(CC1C3C(C=C4C=1C=CC=C4)=CC=CC=3)C[C@@H]2C=C)C=C.C([N:68]=P1(N(CC)CC)N(C)CCCN1C)(C)(C)C.[Br:82][C:83]1[N:88]=[CH:87][C:86]([CH2:89][C@H:90]([N:98]=C(C2C=CC=CC=2)C2C=CC=CC=2)[C:91](OC(C)(C)C)=O)=[CH:85][CH:84]=1.[C:112](O)(=O)[CH2:113][C:114]([CH2:119][C:120]([OH:122])=O)(C(O)=O)O>C(Cl)Cl.C1COCC1.O>[Br:82][C:83]1[N:88]=[CH:87][C:86]([CH2:89][C@H:90]([NH:98][C:120]([C@@H:119]2[CH2:114][CH2:113][CH2:112][CH2:29][N:30]2[C:16]([O:18][C:19]([CH3:20])([CH3:21])[CH3:22])=[O:17])=[O:122])[C:91]#[N:68])=[CH:85][CH:84]=1 |f:1.2|. Reported procedure: To a slurry of 2-bromo-5-methylpyridine (10.29 g) and N-bromosuccinimide (5.32 g) in carbon tetrachloride (150 mL) was added AIBN (200 mg) and the reaction vessel was purged with nitrogen. The reaction mixture was heated, under reflux, for 1.5 h then allowed to cool to room temperature. The reaction mixture was filtered and the filtrate was concentrated in vacuo to give 2-bromo-5-(bromomethyl)pyridine (4 g). This, together with tert-butyl 2-(diphenylmethyleneamino)acetate (4.71 g) and (2S,4S,5R)... The reactants are solution, C(CCC)[Li] (n-butyllithium), BrC(CC=1C(=NC(=CC1C1=CC=C(C=C1)F)C1=CC=CC=C1)C(C)C)Br (1,1-dibromo-2-(4-(4-fluorophenyl)-2-(1-methylethyl)-6-phenylpyridin-3-yl)ethane), C(=O)=O (dry ice), Cl (hydrochloric acid). Solvent: CCCCCC (hexane), C1CCOC1 (THF). Run at temperature -70 celsius, time 1 hour. Product: FC1=CC=C(C=C1)C1=C(C(=NC(=C1)C1=CC=CC=C1)C(C)C)C#CC(=O)O (3-(4-(4-Fluorophenyl)-2-(1-methylethyl)-6-phenylpyridin-3-yl)prop-2-ynoicacid). As a reaction SMILES: C([Li])CCC.Br[CH:7](Br)[CH2:8][C:9]1[C:10]([CH:28]([CH3:30])[CH3:29])=[N:11][C:12]([C:22]2[CH:27]=[CH:26][CH:25]=[CH:24][CH:23]=2)=[CH:13][C:14]=1[C:15]1[CH:20]=[CH:19][C:18]([F:21])=[CH:17][CH:16]=1.[C:32](=[O:34])=[O:33].Cl>CCCCCC.C1COCC1>[F:21][C:18]1[CH:19]=[CH:20][C:15]([C:14]2[CH:13]=[C:12]([C:22]3[CH:27]=[CH:26][CH:25]=[CH:24][CH:23]=3)[N:11]=[C:10]([CH:28]([CH3:29])[CH3:30])[C:9]=2[C:8]#[C:7][C:32]([OH:34])=[O:33])=[CH:16][CH:17]=1. Procedure: 30.3 ml (48.4 mmol) of a 1.6M solution of n-butyllithium in hexane were added dropwise at -70° C. to a solution of 11.5 g (24.2 mmol) of 1,1-dibromo-2-(4-(4-fluorophenyl)-2-(1-methylethyl)-6-phenylpyridin-3-yl)ethane (Example 1a) in 70 ml of THF. The resulting solution was stirred at -70° C. for 1 h and then at room temperature for 1 h and subsequently cooled to -60° C. 10.7 g (242 mmol) of crushed dry ice were added and then the reaction mixture was slowly brought to room temperature, hydrolyze...